This data is from the Open Reaction Database (ORD), a public repository of structured organic reaction records. The task is: describe an organic reaction: reactants, conditions, products, and yield Reactants: OC(C)C1(C(CNC1)C=1C=CC(=C(C1)O)OC)C (5-[4-(1-hydroxy-ethyl)-4-methylpyrrolidin-3-yl)-2-methoxyphenol), CCN(C(C)C)C(C)C (DIEA), CC1(OC[C@H](O1)C(=O)Cl)C ((S)-2.2-dimethyl-[1,3]dioxolane-4-carbonyl chloride). Run in C(Cl)Cl (CH2Cl2), C(Cl)Cl (CH2Cl2), C(Cl)Cl (CH2Cl2). Run at temperature 0 celsius, time 2 hour. Yields the product CC1(OC[C@@H](O1)C(=O)N1C[C@@]([C@@H](C1)C1=CC(=C(C=C1)OC)O)(C)[C@@H](C)O)C (1-((R)-2,2-Dimethyl-1,3-dioxolan-4-yl)-1-[(3S,4S)-3-((R)-1-hydroxyethyl)-4-(3-hydroxy-4-methoxyphenyl)-3-methylpyrrolidin-1-yl)methanone). RXN SMILES: [OH:1][CH:2]([C:4]1([CH3:18])[CH2:8][NH:7][CH2:6][CH:5]1[C:9]1[CH:10]=[CH:11][C:12]([O:16][CH3:17])=[C:13]([OH:15])[CH:14]=1)[CH3:3].CCN(C(C)C)C(C)C.[CH3:28][C:29]1([CH3:37])[O:33][C@H:32]([C:34](Cl)=[O:35])[CH2:31][O:30]1>C(Cl)Cl>[CH3:28][C:29]1([CH3:37])[O:33][C@@H:32]([C:34]([N:7]2[CH2:6][C@@H:5]([C:9]3[CH:10]=[CH:11][C:12]([O:16][CH3:17])=[C:13]([OH:15])[CH:14]=3)[C@@:4]([C@H:2]([OH:1])[CH3:3])([CH3:18])[CH2:8]2)=[O:35])[CH2:31][O:30]1. Reported procedure: A round bottom flask equipped with a stir bar and rubber septum was charged with 5-[4-(1-hydroxy-ethyl)-4-methylpyrrolidin-3-yl)-2-methoxyphenol (2.4 g, 9.55 mmol), dry CH2Cl2 (50 mls), and DIEA (3.49 mls, 20.1 mmol) under a nitrogen atmosphere. The mixture was chilled to 0° C. and (S)-2.2-dimethyl-[1,3]dioxolane-4-carbonyl chloride (3.14 g, 19.1 mmol) in 15 ml of CH2Cl2 was added dropwise by syringe. The reaction mixture was allowed to gradually warm to room temperature over a 16-hour period. T... The product is COC(=O)NC(=CC[PH](=O)CO)C(=O)O. As a reaction SMILES: [C:1]([NH2:2])([O:3][CH3:4])=[O:5].[CH3:17][C:18](=[O:19])[OH:20].[CH3:21][c:22]1[cH:23][cH:24][cH:25][cH:26][cH:27]1.[O:6]=[C:7]([C:8](=[O:9])[OH:10])[CH2:11][CH2:12][PH:13](=[O:14])[CH2:15][OH:16]>>[C:1]([NH:2][C:7]([C:8](=[O:9])[OH:10])=[CH:11][CH2:12][PH:13](=[O:14])[CH2:15][OH:16])([O:3][CH3:4])=[O:5]. Starting materials: COC(N)=O, CC(=O)O, Cc1ccccc1, O=C(O)C(=O)CC[PH](=O)CO. RXN SMILES: [OH:1][C:2]1[CH:10]=[CH:9][C:8](Cl)=[CH:7][C:3]=1[C:4]([OH:6])=[O:5]>[OH-].[Na+].[Pd]>[OH:1][C:2]1[CH:10]=[CH:9][C:8]([C:8]2[CH:9]=[CH:10][C:2]([OH:1])=[C:3]([C:4]([OH:6])=[O:5])[CH:7]=2)=[CH:7][C:3]=1[C:4]([OH:6])=[O:5] |f:1.2|. Solvent: [OH-].[Na+] (sodium hydroxide). Yield: 80.0%. Conditions: temperature 120 celsius, time 3 hour. The reactants are OC1=C(C(=O)O)C=C(C=C1)Cl (2-hydroxy 5-chlorobenzoic acid). Reagents/catalysts: [Pd] (palladium on charcoal). The product is OC1=C(C=C(C=C1)C1=CC(=C(C=C1)O)C(=O)O)C(=O)O (4,4'-dihydroxybiphenyl 3,3'-dicarboxylic acid). Procedure: 2-hydroxy 5-chlorobenzoic acid (3.4 g, 20 mmol) was dissolved in 45 cm3 of a sodium hydroxide solution (10% w/v) and palladium on charcoal (10%, 0.5 g) was added. The mixture was placed in a glass liner in an autoclave which was flushed thoroughly with carbon monoxide, then pressurised with carbon monoxide to 2 MNm-2 and heated to 120° C. with stirring for three hours. The mixture was then allowed to cool, the catalyst removed by filtration, and the product precipitated from the aqueous solution... The product is CC(C)(CC(O)(CN)C(F)(F)F)c1cccc2c1OCC2. Starting materials: CCO, CC(NCC(O)(CC(C)(C)c1cccc2c1OCC2)C(F)(F)F)c1ccccc1. RXN SMILES: [CH3:30][CH2:31][OH:32].[O:1]1[CH2:2][CH2:3][c:4]2[c:5]1[c:6]([C:10]([CH2:11][C:12]([C:13]([F:14])([F:15])[F:16])([OH:17])[CH2:18][NH:19][CH:20]([c:21]1[cH:22][cH:23][cH:24][cH:25][cH:26]1)[CH3:27])([CH3:28])[CH3:29])[cH:7][cH:8][cH:9]2>>[O:1]1[CH2:2][CH2:3][c:4]2[c:5]1[c:6]([C:10]([CH2:11][C:12]([C:13]([F:14])([F:15])[F:16])([OH:17])[CH2:18][NH2:19])([CH3:28])[CH3:29])[cH:7][cH:8][cH:9]2. The reactants are C(#N)CC(=O)O (cyanoacetic acid), C(C(C)(C)C)O (neopentyl alcohol), C1(=CC=CC=C1)C (toluene). Reagents/catalysts: S(O)(O)(=O)=O (sulfuric acid). Solvent: O (water). Yields the product C(#N)C(C(=O)OCC(C)(C)C)=C (neopentyl α-cyanoacrylate). Isolated yield 86.8%. RXN SMILES: [C:1]([CH2:3][C:4]([OH:6])=[O:5])#[N:2].[CH2:7](O)[C:8]([CH3:11])([CH3:10])[CH3:9].[C:13]1(C)C=CC=CC=1>S(=O)(=O)(O)O.O>[C:1]([C:3](=[CH2:13])[C:4]([O:6][CH2:7][C:8]([CH3:11])([CH3:10])[CH3:9])=[O:5])#[N:2]. Procedure details: 51 g (0.6 mole) of cyanoacetic acid, 74 g (0.84 mole) of neopentyl alcohol, 1 g of sulfuric acid and 100 g of toluene were reacted under reflux and water produced was removed by azeotropic distillation. Thereafter, the mixture thus produced was cooled to a room temperature and filtered to remove insoluble matter. The filtrate was washed with water and dried overnight with magensium sulfate. Then, the desiccant was filtered off and the solvent was removed under a reduced pressure, followed by vac... The reactants are ClC1=CC=C(C=C1)CNC(=O)C=1C=NC2=C(C=C(C=C2C1O)C#CCSC)F (N-[(4-Chlorophenyl)methyl]-8-fluoro-4-hydroxy-6-[3-(methylthio)-1-propynyl]-3-quinolinecarboxamide), 126. The reagents and catalysts are [Pd] (Pd/C), [Pd] (Pd/C). Solvent: C(Cl)Cl.CO (CH2Cl2 MeOH). Run at time 4 hour. Yields the product ClC1=CC=C(C=C1)CNC(=O)C=1C=NC2=C(C=C(C=C2C1O)CCCSC)F (N-[(4-Chlorophenyl)methyl]-8-fluoro-4-hydroxy-6-[3-(methylthio)propyl]-3-quinolinecarboxamide). RXN SMILES: [Cl:1][C:2]1[CH:7]=[CH:6][C:5]([CH2:8][NH:9][C:10]([C:12]2[CH:13]=[N:14][C:15]3[C:20]([C:21]=2[OH:22])=[CH:19][C:18]([C:23]#[C:24][CH2:25][S:26][CH3:27])=[CH:17][C:16]=3[F:28])=[O:11])=[CH:4][CH:3]=1>[Pd].C(Cl)Cl.CO>[Cl:1][C:2]1[CH:3]=[CH:4][C:5]([CH2:8][NH:9][C:10]([C:12]2[CH:13]=[N:14][C:15]3[C:20]([C:21]=2[OH:22])=[CH:19][C:18]([CH2:23][CH2:24][CH2:25][S:26][CH3:27])=[CH:17][C:16]=3[F:28])=[O:11])=[CH:6][CH:7]=1 |f:2.3|. Procedure: A mixture of N-[(4-Chlorophenyl)methyl]-8-fluoro-4-hydroxy-6-[3-(methylthio)-1-propynyl]-3-quinolinecarboxamide from Example No. 126 (0.07 g) and Pd/C (10%, 0.120 g) in 3:1 CH2Cl2 /MeOH (20 mL) was placed on a Parr hydrogenator under 45 psi of H2 and shaken for 4 h. Another 0.08 g of Pd/C was added, and the resulting mixture is shaken for 2 h. The reaction mixture is then filtered through Celite, 0.120 g of fresh catalyst was added, and the resulting mixture was shaken under H2 for 6 h. The reac... The reactants are CCCCc1nc(C(O)CC)c(C(N)=O)n1Cc1ccc(-c2ccccc2C(=O)OC(C)(C)C)cc1, Cl, C1COCCO1. The product is CCCCc1nc(C(O)CC)c(C(N)=O)n1Cc1ccc(-c2ccccc2C(=O)O)cc1. RXN SMILES: [C:1]([CH3:2])([CH3:3])([CH3:4])[O:5][C:6](=[O:7])[c:8]1[c:9](-[c:14]2[cH:15][cH:16][c:17]([CH2:20][n:21]3[c:22]([CH2:33][CH2:34][CH2:35][CH3:36])[n:23][c:24]([CH:29]([CH2:30][CH3:31])[OH:32])[c:25]3[C:26](=[O:27])[NH2:28])[cH:18][cH:19]2)[cH:10][cH:11][cH:12][cH:13]1.[ClH:37].[O:38]1[CH2:39][CH2:40][O:41][CH2:42][CH2:43]1>>[O:5]=[C:6]([OH:7])[c:8]1[c:9](-[c:14]2[cH:15][cH:16][c:17]([CH2:20][n:21]3[c:22]([CH2:33][CH2:34][CH2:35][CH3:36])[n:23][c:24]([CH:29]([CH2:30][CH3:31])[OH:32])[c:25]3[C:26](=[O:27])[NH2:28])[cH:18][cH:19]2)[cH:10][cH:11][cH:12][cH:13]1. Starting materials: NC1=NC=CC(=C1)C=1C(=NN(C1)C1=NNC(C=C1C)=O)C1=CC=C(C=C1)F (4-(2-aminopyridin-4-yl)-3-(4-fluorophenyl)-1-(1,6-dihydro-4-methyl-6-oxopyridazin-3-yl)-1H-pyrazole), NC1=NC=CC(=C1)C=1C(=NN(C1)C1=NNC(C=C1)=O)C1=CC=CC=C1 (4-(2-aminopyridin-4-yl)-1-(1,6-dihydro-6-oxopyridazin-3-yl)-3-phenyl-1H-pyrazole). Product: NC1=NC=CC(=C1)C=1C(=NN(C1)C1=NNC(CC1C)=O)C1=CC=C(C=C1)F (4-(2-Aminopyridin-4-yl)-3-(4-fluorophenyl)-1-(1,4,5,6-tetrahydro-4-methyl-6-oxopyridazin-3-yl)-1H-pyrazole). Yield: 47.0%. Reaction SMILES: [NH2:1][C:2]1[CH:7]=[C:6]([C:8]2[C:9]([C:21]3[CH:26]=[CH:25][C:24]([F:27])=[CH:23][CH:22]=3)=[N:10][N:11]([C:13]3[C:18]([CH3:19])=[CH:17][C:16](=[O:20])[NH:15][N:14]=3)[CH:12]=2)[CH:5]=[CH:4][N:3]=1.NC1C=C(C2C(C3C=CC=CC=3)=NN(C3C=CC(=O)NN=3)C=2)C=CN=1>>[NH2:1][C:2]1[CH:7]=[C:6]([C:8]2[C:9]([C:21]3[CH:22]=[CH:23][C:24]([F:27])=[CH:25][CH:26]=3)=[N:10][N:11]([C:13]3[CH:18]([CH3:19])[CH2:17][C:16](=[O:20])[NH:15][N:14]=3)[CH:12]=2)[CH:5]=[CH:4][N:3]=1. Procedure: The reaction was carried out in the same manner as in Example 49 except for using 100 mg (0.28 mmol) of 4-(2-aminopyridin-4-yl)-3-(4-fluorophenyl)-1-(1,6-dihydro-4-methyl-6-oxopyridazin-3-yl)-1H-pyrazole obtained in Example 31-2) in place of 4-(2-aminopyridin-4-yl)-1-(1,6-dihydro-6-oxopyridazin-3-yl)-3-phenyl-1H-pyrazole to obtain 48.0 mg of the title compound as a white powder. (Yield: 48%) Yields the product CC(=O)NC1CCC(CCN2CCC(C(=O)c3cccs3)CC2)CC1. RXN SMILES: [ClH:1].[NH:2]1[CH2:3][CH2:4][CH:5]([C:8](=[O:9])[c:10]2[s:11][cH:12][cH:13][cH:14]2)[CH2:6][CH2:7]1.[O:15]=[CH:16][CH2:17][CH:18]1[CH2:19][CH2:20][CH:21]([NH:24][C:25]([CH3:26])=[O:27])[CH2:22][CH2:23]1>>[N:2]1([CH2:16][CH2:17][CH:18]2[CH2:19][CH2:20][CH:21]([NH:24][C:25]([CH3:26])=[O:27])[CH2:22][CH2:23]2)[CH2:3][CH2:4][CH:5]([C:8](=[O:9])[c:10]2[s:11][cH:12][cH:13][cH:14]2)[CH2:6][CH2:7]1. Reactants: Cl, O=C(c1cccs1)C1CCNCC1, CC(=O)NC1CCC(CC=O)CC1. The reactants are CS(=O)(=O)NC(SC)=NC1=CC(=C(C=C1)Cl)Cl (N-methylsulphonyl-N'-(3,4-dichlorophenyl)-S-methylisothiourea), S(=O)(=O)(Cl)Cl (sulphonyl chloride). Run in C(C)(=O)OCC (ethyl acetate). Yields the product CS(=O)(=O)NC(=NC1=CC(=C(C=C1)Cl)Cl)Cl (N-Methylsulphonyl-N'-(3,4-dichlorophenyl)-chloroformamidine). As a reaction SMILES: [CH3:1][S:2]([NH:5][C:6](=[N:9][C:10]1[CH:15]=[CH:14][C:13]([Cl:16])=[C:12]([Cl:17])[CH:11]=1)SC)(=[O:4])=[O:3].S(Cl)([Cl:21])(=O)=O>C(OCC)(=O)C>[CH3:1][S:2]([NH:5][C:6]([Cl:21])=[N:9][C:10]1[CH:15]=[CH:14][C:13]([Cl:16])=[C:12]([Cl:17])[CH:11]=1)(=[O:4])=[O:3]. Reported procedure: The N-methylsulphonyl-N'-(3,4-dichlorophenyl)-S-methylisothiourea (150 g) obtained in the manner described was suspended in 250 ml of ethyl acetate, and 45 ml of sulphonyl chloride (0.55 mole) was added dropwise to the suspension at a temperature of 50° C. The solvent as well as the formed methanesulphonyl chloride and unreacted sulphonyl chloride was distilled off in the Rotovap, and the crystallising residue was taken up in hexane. After filtration with suction, the resulting N-methylsulphonyl...